From a dataset of the Open Reaction Database (ORD), a public repository of structured organic reaction records. describe an organic reaction: reactants, conditions, products, and yield Starting materials: COC([C@@H](NC(C)=O)CC1=CC=C(C=C1)OC)=O (N-acetyl-O-methyltyrosine methyl ester), C(C(=O)Cl)(=O)Cl (oxalyl chloride). Reagents/catalysts: [Fe](Cl)(Cl)Cl (iron (III) trichloride). Run in ClCCl (dichloromethane). Conditions: temperature 10 celsius, time 1 hour. The product is COC1=CC=C2CC(N=C(C2=C1)C)C(=O)OC (3.4-Dihydro-7-methoxy-3-methoxycarbonyl-1-methyl-isoquinoline). Isolated yield 60.4%. As a reaction SMILES: [CH3:1][O:2][C:3](=[O:18])[C@H:4]([CH2:9][C:10]1[CH:15]=[CH:14][C:13]([O:16][CH3:17])=[CH:12][CH:11]=1)[NH:5][C:6](=O)[CH3:7].C(Cl)(=O)C(Cl)=O>ClCCl.[Fe](Cl)(Cl)Cl>[CH3:17][O:16][C:13]1[CH:14]=[C:15]2[C:10]([CH2:9][CH:4]([C:3]([O:2][CH3:1])=[O:18])[N:5]=[C:6]2[CH3:7])=[CH:11][CH:12]=1. Reported procedure: To a solution of N-acetyl-O-methyltyrosine methyl ester (10 g, 39.8 mmol) in anhydrous dichloromethane (350 mL) was added oxalyl chloride (44 mL, 2 M solution). The reaction mixture was stirred for 1 hr and then cooled to - 10° C. and to it anhydrous iron (III) trichloride (7.75 g, 47.8 mmol) was added portionwise. The stirring was continued overnight at room temperature and then the reaction mixture was treated with 2 M HC1 (100 mL) for 2 hrs. The organic phase was separated, washed with water ... The reactants are 15.8, OC(CN)C1=CC=CC=C1 (β-hydroxy-phenethyl-amine), N([N+](=O)[O-])C=1NCCN1 (2-nitramino-2-imidazoline), C=1(C(=CC=CC1)C)C (xylene). Run in CC(=O)C (acetone). Run at temperature 160 celsius. Product: OC(CNC=1NCCN1)C1=CC=CC=C1 (2-(β-hydroxy-phenethyl-amino)-2-imidazoline). As a reaction SMILES: [OH:1][CH:2]([C:5]1[CH:10]=[CH:9][CH:8]=[CH:7][CH:6]=1)[CH2:3][NH2:4].N([C:15]1[NH:16][CH2:17][CH2:18][N:19]=1)[N+]([O-])=O.C1(C)C(C)=CC=CC=1>CC(C)=O>[OH:1][CH:2]([C:5]1[CH:10]=[CH:9][CH:8]=[CH:7][CH:6]=1)[CH2:3][NH:4][C:15]1[NH:19][CH2:18][CH2:17][N:16]=1. Procedure details: A mixture of 15.8 parts β-hydroxy-phenethyl-amine, 13 parts 2-nitramino-2-imidazoline and 8 parts xylene is stirred and heated for 30 minutes at 160°C. (oil-bath). After cooling the reaction mixture to a temperature of about 70°C., there are added 40 parts acetone. The whole is filtered warm and after cooling the filtrate to room temperature, the precipicated product is filtered off and dried, yielding 2-(β-hydroxy-phenethyl-amino)-2-imidazoline; m.p. 147°-149°C. Reactants: [Li]CCCC, CCOC(C)=O, CCO, CC(C)NC(C)C, [Cl-], Clc1ccc(Cl)nc1, O=Cc1cc(F)ccc1F, [NH4+], C1CCOC1. Yields the product OC(c1cc(F)ccc1F)c1cc(Cl)ncc1Cl. As a reaction SMILES: [CH2:8]([Li:9])[CH2:10][CH2:11][CH3:12].[CH3:33][CH2:34][O:35][C:36](=[O:37])[CH3:38].[CH3:39][CH2:40][OH:41].[CH:1]([NH:2][CH:3]([CH3:4])[CH3:5])([CH3:6])[CH3:7].[Cl-:31].[Cl:13][c:14]1[n:15][cH:16][c:17]([Cl:20])[cH:18][cH:19]1.[F:21][c:22]1[c:23]([CH:24]=[O:25])[cH:26][c:27]([F:30])[cH:28][cH:29]1.[NH4+:32].[O:42]1[CH2:43][CH2:44][CH2:45][CH2:46]1>>[Cl:13][c:14]1[n:15][cH:16][c:17]([Cl:20])[c:18]([CH:24]([c:23]2[c:22]([F:21])[cH:29][cH:28][c:27]([F:30])[cH:26]2)[OH:25])[cH:19]1. Starting materials: NC1=NN(C(C2=C1N1C(=C2OCC2=CC=CC=C2)C(N(CC1)C)=O)=O)CC1=CC=C(C=C1)F (4-amino-2-(4-fluorobenzyl)-10-benzyloxy-8-methyl-7,8-dihydropyrazino[1′,2′:1,5]pyrrolo[2,3-d]pyridazine-1,9(2H,6H)-dione), C(C)(C)N(CC)C(C)C (diisopropylethylamine), C(C)(=O)Cl (acetyl chloride). The solvent is C(Cl)(Cl)Cl (chloroform). Reaction conditions: time 30 minute. Yields the product C(C1=CC=CC=C1)OC1=C2N(C=3C(=NN(C(C31)=O)CC3=CC=C(C=C3)F)NC(C)=O)CCN(C2=O)C (N-[10-(Benzyloxy)-2-(4-fluorobenzyl)-8-methyl-1,9-dioxo-1,2,6,7,8,9-hexahydropyrazino[1′,2′:1,5]pyrrolo[2,3-d]pyridazin-4-yl]acetamide). As a reaction SMILES: [NH2:1][C:2]1[C:7]2[N:8]3[CH2:22][CH2:21][N:20]([CH3:23])[C:19](=[O:24])[C:9]3=[C:10]([O:11][CH2:12][C:13]3[CH:18]=[CH:17][CH:16]=[CH:15][CH:14]=3)[C:6]=2[C:5](=[O:25])[N:4]([CH2:26][C:27]2[CH:32]=[CH:31][C:30]([F:33])=[CH:29][CH:28]=2)[N:3]=1.C(N(C(C)C)CC)(C)C.[C:43](Cl)(=[O:45])[CH3:44]>C(Cl)(Cl)Cl>[CH2:12]([O:11][C:10]1[C:6]2[C:5](=[O:25])[N:4]([CH2:26][C:27]3[CH:32]=[CH:31][C:30]([F:33])=[CH:29][CH:28]=3)[N:3]=[C:2]([NH:1][C:43](=[O:45])[CH3:44])[C:7]=2[N:8]2[CH2:22][CH2:21][N:20]([CH3:23])[C:19](=[O:24])[C:9]=12)[C:13]1[CH:18]=[CH:17][CH:16]=[CH:15][CH:14]=1. Reported procedure: To a mixture of 4-amino-2-(4-fluorobenzyl)-10-benzyloxy-8-methyl-7,8-dihydropyrazino[1′,2′:1,5]pyrrolo[2,3-d]pyridazine-1,9(2H,6H)-dione (21 mg, 47 μmol) and diisopropylethylamine (10 μL, 56 μmol) in anhydrous chloroform (2 mL), acetyl chloride (8 μL, 104 μmol) was added. The mixture was stirred at room temperature for 30 minutes and concentrated under vacuum. The intermediate bisacetylated product was dissolved in methanol, stirred at room temperature overnight, and concentrated under vacuum. T... Starting materials: CO (methanol), COC=1C2=CC=CC=C2C=2C=CCC(C2C1)=O (9-methoxy-phenanthrenone), solution, B(Br)(Br)Br (boron tribromide). The solvent is C(Cl)Cl (methylene chloride), C(Cl)Cl (methylene chloride). Reaction conditions: temperature -78 celsius, time 0.5 hour. Product: OC1=C2CCCC(C2=C2CCCCC2=C1)=O (1,2,3,4,7,8-Hexahydro-9-hydroxy-5(6H)-phenanthrenone). Reaction SMILES: C[O:2][C:3]1[C:4]2[C:9]([C:10]3[CH:11]=[CH:12][CH2:13][C:14](=O)[C:15]=3[CH:16]=1)=[CH:8][CH:7]=[CH:6][CH:5]=2.B(Br)(Br)Br.C[OH:23]>C(Cl)Cl>[OH:2][C:3]1[CH:16]=[C:15]2[C:10]([CH2:11][CH2:12][CH2:13][CH2:14]2)=[C:9]2[C:4]=1[CH2:5][CH2:6][CH2:7][C:8]2=[O:23]. Procedure details: 47.4 g (0.22 mol) of the 9-methoxy-phenanthrenone from Example 3 are dissolved in 605 ml of absolute methylene chloride and 440 ml of a 1 molar solution of boron tribromide in methylene chloride are added dropwise at -78° C. The mixture is stirred at -78° C. for 0.5 h, then at +20° C. for 3 h, cooled again to -78° C. and 620 ml of methanol is slowly added. The mixture is allowed to come to 20° C. and is evaporated. The residue is partitioned between 200 ml of CH2Cl2 and 200 ml of 1N NaOH solutio... As a reaction SMILES: [Br:3][c:4]1[cH:5][c:6]([OH:10])[cH:7][cH:8][cH:9]1.[Cl:11][c:12]1[c:13]([C:26]#[N:27])[cH:14][n:15][c:16]2[cH:17][c:18]([O:24][CH3:25])[c:19]([O:22][CH3:23])[cH:20][c:21]12.[K+:2].[Na+:29].[OH-:1].[OH-:28]>>[Br:3][c:4]1[cH:5][c:6]([O:10][c:12]2[c:13]([C:26]#[N:27])[cH:14][n:15][c:16]3[cH:17][c:18]([O:24][CH3:25])[c:19]([O:22][CH3:23])[cH:20][c:21]23)[cH:7][cH:8][cH:9]1. Product: COc1cc2ncc(C#N)c(Oc3cccc(Br)c3)c2cc1OC. The reactants are Oc1cccc(Br)c1, COc1cc2ncc(C#N)c(Cl)c2cc1OC, [K+], [Na+], [OH-], [OH-].